Dataset: the Open Reaction Database (ORD), a public repository of structured organic reaction records. Task: describe an organic reaction: reactants, conditions, products, and yield Starting materials: ClC=1C=C(OC2CN(C2)C2=C(C(=O)O)C=C(C=N2)F)C=CC1 (2-(3-(3-chlorophenoxy)azetidin-1-yl)-5-fluoronicotinic acid), Cl.NC1(CC1)C1=CC=C(C(=O)OC)C=C1 (methyl 4-(1-aminocyclopropyl)benzoate hydrochloride). The product is ClC=1C=C(OC2CN(C2)C2=C(C(=O)NC3(CC3)C3=CC=C(C(=O)OC)C=C3)C=C(C=N2)F)C=CC1 (methyl 4-(1-(2-(3-(3-chlorophenoxy)azetidin-1-yl)-5-fluoronicotinamido)cyclopropyl)benzoate). The yield is 56.3%. As a reaction SMILES: [Cl:1][C:2]1[CH:3]=[C:4]([CH:20]=[CH:21][CH:22]=1)[O:5][CH:6]1[CH2:9][N:8]([C:10]2[N:18]=[CH:17][C:16]([F:19])=[CH:15][C:11]=2[C:12](O)=[O:13])[CH2:7]1.Cl.[NH2:24][C:25]1([C:28]2[CH:37]=[CH:36][C:31]([C:32]([O:34][CH3:35])=[O:33])=[CH:30][CH:29]=2)[CH2:27][CH2:26]1>>[Cl:1][C:2]1[CH:3]=[C:4]([CH:20]=[CH:21][CH:22]=1)[O:5][CH:6]1[CH2:7][N:8]([C:10]2[N:18]=[CH:17][C:16]([F:19])=[CH:15][C:11]=2[C:12]([NH:24][C:25]2([C:28]3[CH:37]=[CH:36][C:31]([C:32]([O:34][CH3:35])=[O:33])=[CH:30][CH:29]=3)[CH2:27][CH2:26]2)=[O:13])[CH2:9]1 |f:1.2|. Procedure details: The title compound (D188) (12 mg) was prepared according to the experimental procedure described in Description 169 starting from 2-(3-(3-chlorophenoxy)azetidin-1-yl)-5-fluoronicotinic acid (D133) (14 mg, 0.043 mmol) and methyl 4-(1-aminocyclopropyl)benzoate hydrochloride (D7) (9.85 mg, 0.043 mmol).